From a dataset of the Open Reaction Database (ORD), a public repository of structured organic reaction records. describe an organic reaction: reactants, conditions, products, and yield Reactants: CC(C)(C)CN, CN1CC(C(=O)N(C)Cc2ccc(Cl)c(Cl)c2)=C(O)C1=O. Product: CN(Cc1ccc(Cl)c(Cl)c1)C(=O)C1=C(O)C(=O)N(CC(C)(C)C)C1. Reaction SMILES: [CH3:1][C:2]([CH2:3][NH2:4])([CH3:5])[CH3:6].[Cl:7][c:8]1[cH:9][c:10]([CH2:11][N:12]([C:13](=[O:14])[C:15]2=[C:19]([OH:20])[C:18](=[O:21])[N:17]([CH3:22])[CH2:16]2)[CH3:23])[cH:24][cH:25][c:26]1[Cl:27]>>[CH3:1][C:2]([CH2:3][N:4]1[CH2:16][C:15]([C:13]([N:12]([CH2:11][c:10]2[cH:9][c:8]([Cl:7])[c:26]([Cl:27])[cH:25][cH:24]2)[CH3:23])=[O:14])=[C:19]([OH:20])[C:18]1=[O:21])([CH3:5])[CH3:6]. The reactants are CCOC(=O)CC#N, CCOCC, CCO, Cl. Yields the product CCOC(=O)C=C(N)OCC. As a reaction SMILES: [C:1](#[N:2])[CH2:3][C:4](=[O:5])[O:6][CH2:7][CH3:8].[CH3:13][CH2:14][O:15][CH2:16][CH3:17].[CH3:9][CH2:10][OH:11].[ClH:12]>>[C:1]([NH2:2])(=[CH:3][C:4](=[O:5])[O:6][CH2:7][CH3:8])[O:11][CH2:10][CH3:9]. The reactants are SCC1SC(OC1)(CCC(=O)OCC)CCC(=O)OCC (Diethyl 4-(mercaptomethyl)-1,3-oxathiolane-2,2-dipropanoate), C(CC)C1=C(OCCCCCBr)C=CC(=C1O)C(C)=O (5-(2-n-propyl-3-hydroxy-4-acetylphenoxy)-1-bromopentane). Solvent: C(C)C(=O)C (methyl ethyl ketone). Yields the product C(C)(=O)C1=C(C(=C(OCCCCCSCC2SC(OC2)(CCC(=O)OCC)CCC(=O)OCC)C=C1)CCC)O (Diethyl 4-[[[5-(4-acetyl-3-hydroxy-2-propylphenoxy)pentyl]thio]methyl]-1,3-oxathiolane-2,2-dipropanoate). Yield: 93.0%. RXN SMILES: [SH:1][CH2:2][CH:3]1[CH2:7][O:6][C:5]([CH2:15][CH2:16][C:17]([O:19][CH2:20][CH3:21])=[O:18])([CH2:8][CH2:9][C:10]([O:12][CH2:13][CH3:14])=[O:11])[S:4]1.[CH2:22]([C:25]1[C:37]([OH:38])=[C:36]([C:39](=[O:41])[CH3:40])[CH:35]=[CH:34][C:26]=1[O:27][CH2:28][CH2:29][CH2:30][CH2:31][CH2:32]Br)[CH2:23][CH3:24]>C(C(C)=O)C>[C:39]([C:36]1[CH:35]=[CH:34][C:26]([O:27][CH2:28][CH2:29][CH2:30][CH2:31][CH2:32][S:1][CH2:2][CH:3]2[CH2:7][O:6][C:5]([CH2:8][CH2:9][C:10]([O:12][CH2:13][CH3:14])=[O:11])([CH2:15][CH2:16][C:17]([O:19][CH2:20][CH3:21])=[O:18])[S:4]2)=[C:25]([CH2:22][CH2:23][CH3:24])[C:37]=1[OH:38])(=[O:41])[CH3:40]. Procedure details: The reaction of the mercaptan from Example 1 (2.0 g, 0.006 mol) and 5-(2-n-propyl-3-hydroxy-4-acetylphenoxy)-1-bromopentane (described in U.S. Pat. No. 4,565,882, Example 1) (2.1 g. 0.06 mol) in methyl ethyl ketone (20 ml) was carried out and worked up in the same manner as described in Example 2. After chromatography on silica gel using 25% ethyl acetate/hexane as eluent, 3.3 g (93%) of the title compound was obtained as an oil. Starting materials: COC(=O)C=CC1=CNC2=CC(=CC=C12)C(=O)OC (methyl 3-(2-methoxycarbonylethenyl)-indole-6-carboxylate). Reagents/catalysts: [Pd] (palladium on carbon). The solvent is O1CCOCC1 (1,4-dioxane), CO (methanol). Reaction conditions: temperature 20 celsius, time 6.5 hour. The product is COC(=O)CCC1=CNC2=CC(=CC=C12)C(=O)OC (methyl 3-(2-methoxycarbonylethyl)indole-6-carboxylate). The yield is 82.5%. RXN SMILES: [CH3:1][O:2][C:3]([CH:5]=[CH:6][C:7]1[C:15]2[C:10](=[CH:11][C:12]([C:16]([O:18][CH3:19])=[O:17])=[CH:13][CH:14]=2)[NH:9][CH:8]=1)=[O:4]>O1CCOCC1.CO.[Pd]>[CH3:1][O:2][C:3]([CH2:5][CH2:6][C:7]1[C:15]2[C:10](=[CH:11][C:12]([C:16]([O:18][CH3:19])=[O:17])=[CH:13][CH:14]=2)[NH:9][CH:8]=1)=[O:4]. Procedure details: To a solution of methyl 3-(2-methoxycarbonylethenyl)-indole-6-carboxylate (213 mg) in a mixture of 1,4-dioxane (2 ml) and methanol (3 ml) was added 10% palladium on carbon (40 mg) and the mixture was stirred under hydrogen at 20° C. for 6.5 hours. The resulting mixture was filtered through celite and the filtrate was evaporated in vacuo. The residue was triturated with diisopropyl ether to give methyl 3-(2-methoxycarbonylethyl)indole-6-carboxylate (177 mg). As a reaction SMILES: [IH:1].[NH2:26][S:27]([NH2:28])(=[O:29])=[O:30].[NH2:2][CH2:3][CH2:4][CH2:5][NH:6][c:7]1[c:8](-[c:12]2[n:13][o:14][c:15](=[O:25])[n:16]2-[c:17]2[cH:18][c:19]([Br:24])[c:20]([F:23])[cH:21][cH:22]2)[n:9][o:10][n:11]1.[cH:31]1[cH:32][cH:33][n:34][cH:35][cH:36]1>>[NH:2]([CH2:3][CH2:4][CH2:5][NH:6][c:7]1[c:8](-[c:12]2[n:13][o:14][c:15](=[O:25])[n:16]2-[c:17]2[cH:18][c:19]([Br:24])[c:20]([F:23])[cH:21][cH:22]2)[n:9][o:10][n:11]1)[S:27]([NH2:26])(=[O:29])=[O:30]. Yields the product NS(=O)(=O)NCCCNc1nonc1-c1noc(=O)n1-c1ccc(F)c(Br)c1. Reactants: I, NS(N)(=O)=O, NCCCNc1nonc1-c1noc(=O)n1-c1ccc(F)c(Br)c1, c1ccncc1.